This data is from the Open Reaction Database (ORD), a public repository of structured organic reaction records. The task is: describe an organic reaction: reactants, conditions, products, and yield Starting materials: CCO, [H][H], C=CCc1c(O)ccc2oc(C(=O)OCC)cc12. Product: CCCc1c(O)ccc2oc(C(=O)OCC)cc12. Reaction SMILES: [CH3:21][CH2:22][OH:23].[H:19][H:20].[OH:1][c:2]1[cH:3][cH:4][c:5]2[c:6]([cH:7][c:8]([C:10](=[O:11])[O:12][CH2:13][CH3:14])[o:9]2)[c:15]1[CH2:16][CH:17]=[CH2:18]>>[OH:1][c:2]1[cH:3][cH:4][c:5]2[c:6]([cH:7][c:8]([C:10](=[O:11])[O:12][CH2:13][CH3:14])[o:9]2)[c:15]1[CH2:16][CH2:17][CH3:18]. The reactants are CC(C)(C)OC(=O)NC1CCN(CCOS(C)(=O)=O)CC1, COc1ccc2ccc(=O)n(CCN3CCC(NC(=O)OC(C)(C)C)CC3)c2c1, CO, ClCCl, [H-], [Na+], O=C1COc2ccccc2N1. Yields the product CC(C)(C)OC(=O)NC1CCN(CCN2C(=O)COc3ccccc32)CC1. Reaction SMILES: [CH3:14][S:15]([O:16][CH2:19][CH2:20][N:21]1[CH2:22][CH2:23][CH:24]([NH:27][C:28](=[O:29])[O:30][C:31]([CH3:32])([CH3:33])[CH3:34])[CH2:25][CH2:26]1)(=[O:17])=[O:18].[CH3:35][O:36][c:37]1[cH:38][c:39]2[c:40]([cH:41][cH:42][c:43](=[O:44])[n:45]2[CH2:46][CH2:47][N:48]2[CH2:49][CH2:50][CH:51]([NH:52][C:53](=[O:54])[O:55][C:56]([CH3:57])([CH3:58])[CH3:59])[CH2:60][CH2:61]2)[cH:62][cH:63]1.[CH3:64][OH:65].[Cl:66][CH2:67][Cl:68].[H-:12].[Na+:13].[O:1]1[CH2:2][C:3](=[O:11])[NH:4][c:5]2[c:6]1[cH:7][cH:8][cH:9][cH:10]2>>[O:1]1[CH2:2][C:3](=[O:11])[N:4]([CH2:19][CH2:20][N:21]2[CH2:22][CH2:23][CH:24]([NH:27][C:28](=[O:29])[O:30][C:31]([CH3:32])([CH3:33])[CH3:34])[CH2:25][CH2:26]2)[c:5]2[c:6]1[cH:7][cH:8][cH:9][cH:10]2. Reactants: CS(=O)(=O)N1CC2(CCN(CC=Cc3ccc(Cl)cc3)C2)c2cc(Cl)ccc21, COCCO[Al+]OCCOC, Cc1ccccc1, [H-], [H-], [Na+]. The product is Clc1ccc(C=CCN2CCC3(CNc4ccc(Cl)cc43)C2)cc1. Reaction SMILES: [CH3:1][S:2](=[O:3])(=[O:4])[N:5]1[CH2:6][C:7]2([c:8]3[cH:9][c:10]([Cl:14])[cH:11][cH:12][c:13]31)[CH2:15][N:16]([CH2:19][CH:20]=[CH:21][c:22]1[cH:23][cH:24][c:25]([Cl:28])[cH:26][cH:27]1)[CH2:17][CH2:18]2.[CH3:30][O:31][CH2:32][CH2:33][O:34][Al+:35][O:36][CH2:37][CH2:38][O:39][CH3:40].[CH3:43][c:44]1[cH:45][cH:46][cH:47][cH:48][cH:49]1.[H-:29].[H-:42].[Na+:41]>>[NH:5]1[CH2:6][C:7]2([c:8]3[cH:9][c:10]([Cl:14])[cH:11][cH:12][c:13]31)[CH2:15][N:16]([CH2:19][CH:20]=[CH:21][c:22]1[cH:23][cH:24][c:25]([Cl:28])[cH:26][cH:27]1)[CH2:17][CH2:18]2. Reactants: [OH-].[Na+] (sodium hydroxide), Cl (hydrochloric acid), C(C1=CC=CC=C1)N1CCC(CC1)(C(=O)OC)NC(C1=CC=C(C=C1)OCCCN1C(CCC1)C)=O (methyl 1-benzyl-4-({4-[3-(2-methylpyrrolidin-1-yl)propoxy]benzoyl}amino)piperidine-4-carboxylate), [BH4-].[Li+] (lithium borohydride), C([O-])([O-])=O.[K+].[K+] (potassium carbonate). The solvent is O (water), O1CCCC1 (tetrahydrofurane), ClCCl (dichloromethane). Reaction conditions: time 8 hour. Yields the product C(C1=CC=CC=C1)N1CCC(CC1)(CO)NC(C1=CC=C(C=C1)OCCCN1C(CCC1)C)=O (N-[1-benzyl-4-(hydroxymethyl)piperidin-4-yl]-4-[3-(2-methylpyrrolidin-1-yl)propoxy]benzamide). Isolated yield 72.0%. As a reaction SMILES: [CH2:1]([N:8]1[CH2:13][CH2:12][C:11]([NH:18][C:19](=[O:36])[C:20]2[CH:25]=[CH:24][C:23]([O:26][CH2:27][CH2:28][CH2:29][N:30]3[CH2:34][CH2:33][CH2:32][CH:31]3[CH3:35])=[CH:22][CH:21]=2)([C:14](OC)=[O:15])[CH2:10][CH2:9]1)[C:2]1[CH:7]=[CH:6][CH:5]=[CH:4][CH:3]=1.[BH4-].[Li+].[OH-].[Na+].Cl.C(=O)([O-])[O-].[K+].[K+]>O1CCCC1.ClCCl.O>[CH2:1]([N:8]1[CH2:13][CH2:12][C:11]([NH:18][C:19](=[O:36])[C:20]2[CH:21]=[CH:22][C:23]([O:26][CH2:27][CH2:28][CH2:29][N:30]3[CH2:34][CH2:33][CH2:32][CH:31]3[CH3:35])=[CH:24][CH:25]=2)([CH2:14][OH:15])[CH2:10][CH2:9]1)[C:2]1[CH:3]=[CH:4][CH:5]=[CH:6][CH:7]=1 |f:1.2,3.4,6.7.8|. Reported procedure: A solution of methyl 1-benzyl-4-({4-[3-(2-methylpyrrolidin-1-yl)propoxy]benzoyl}amino)piperidine-4-carboxylate ax60 (0.93 g, 1.89 mmol) in dry tetrahydrofurane (20 ml) is cooled to 0° C. and lithium borohydride (1.4 ml, 2.83 mmol, 2 M in tetrahydrofurane) is added dropwise. The mixture is then stirred at room temperature overnight. The reaction mixture is then cooled to 0° C. and water (1.4 ml) and 1 N sodium hydroxide (1.4 ml) are added. After stirring for 20 minutes at 20° C., the mixture is c... Reactants: Cc1ccnnc1, CN([SiH](C)C)[Si](C)(C)C, CC(C)OC(C)C, CC(C)O, [Cl-], CCOC(=O)c1ccc(F)cc1, [NH4+], [Na], C1CCOC1. The product is O=C(Cc1ccnnc1)c1ccc(F)cc1. As a reaction SMILES: [CH3:1][c:2]1[cH:3][n:4][n:5][cH:6][cH:7]1.[CH3:20][SiH:21]([CH3:22])[N:23]([CH3:24])[Si:25]([CH3:26])([CH3:27])[CH3:28].[CH:37]([O:38][CH:39]([CH3:40])[CH3:41])([CH3:42])[CH3:43].[CH:44]([OH:45])([CH3:46])[CH3:47].[Cl-:30].[F:8][c:9]1[cH:10][cH:11][c:12]([C:13](=[O:14])[O:15][CH2:16][CH3:17])[cH:18][cH:19]1.[NH4+:31].[Na:29].[O:32]1[CH2:33][CH2:34][CH2:35][CH2:36]1>>[CH2:1]([c:2]1[cH:3][n:4][n:5][cH:6][cH:7]1)[C:13]([c:12]1[cH:11][cH:10][c:9]([F:8])[cH:19][cH:18]1)=[O:14].